Dataset: the Open Reaction Database (ORD), a public repository of structured organic reaction records. Task: describe an organic reaction: reactants, conditions, products, and yield Reactants: COc1ccc(C(C)=O)cc1CSc1nc2cc(C=O)ccc2n1C(C(=O)[O-])C(C)(C)C, ClCCl, O=C(O)C(F)(F)F. The product is COc1ccc(C(C)=O)cc1CSc1nc2cc(C=O)ccc2n1CC(=O)O. RXN SMILES: [C:1]([CH3:2])([CH3:3])([CH3:4])[CH:5]([C:6](=[O:7])[O-:8])[n:9]1[c:10]([S:20][CH2:21][c:22]2[c:23]([O:31][CH3:32])[cH:24][cH:25][c:26]([C:28]([CH3:29])=[O:30])[cH:27]2)[n:11][c:12]2[c:13]1[cH:14][cH:15][c:16]([CH:18]=[O:19])[cH:17]2.[Cl:40][CH2:41][Cl:42].[F:33][C:34]([F:35])([F:36])[C:37]([OH:38])=[O:39]>>[CH2:5]([C:6](=[O:7])[OH:8])[n:9]1[c:10]([S:20][CH2:21][c:22]2[c:23]([O:31][CH3:32])[cH:24][cH:25][c:26]([C:28]([CH3:29])=[O:30])[cH:27]2)[n:11][c:12]2[c:13]1[cH:14][cH:15][c:16]([CH:18]=[O:19])[cH:17]2. Starting materials: COc1ccc2nc(N3CCNCC3)sc2c1, CC(C)Oc1ccc(S(C)(=O)=O)cc1C(=O)O, C1CCOC1. Product: COc1ccc2nc(N3CCN(C(=O)c4cc(S(C)(=O)=O)ccc4OC(C)C)CC3)sc2c1. Reaction SMILES: [CH3:18][O:19][c:20]1[cH:21][c:22]2[c:23]([n:24][c:25]([N:27]3[CH2:28][CH2:29][NH:30][CH2:31][CH2:32]3)[s:26]2)[cH:33][cH:34]1.[CH:1]([CH3:2])([CH3:3])[O:4][c:5]1[c:6]([C:7](=[O:8])[OH:9])[cH:10][c:11]([S:14](=[O:15])(=[O:16])[CH3:17])[cH:12][cH:13]1.[O:35]1[CH2:36][CH2:37][CH2:38][CH2:39]1>>[CH:1]([CH3:2])([CH3:3])[O:4][c:5]1[c:6]([C:7](=[O:9])[N:30]2[CH2:29][CH2:28][N:27]([c:25]3[n:24][c:23]4[c:22]([cH:21][c:20]([O:19][CH3:18])[cH:34][cH:33]4)[s:26]3)[CH2:32][CH2:31]2)[cH:10][c:11]([S:14](=[O:15])(=[O:16])[CH3:17])[cH:12][cH:13]1. Starting materials: NC=1C=C2C(=NNC2=CC1)NC(C1=CC=CC=C1)=O (N-(5-amino-1H-indazol-3-yl)benzamide), solid, FC=1C=C(C=CC1)S(=O)(=O)Cl (3-fluorobenzenesulfonyl chloride). The solvent is N1=CC=CC=C1 (pyridine). The product is FC=1C=C(C=CC1)S(=O)(=O)NC=1C=C2C(=NNC2=CC1)NC(C1=CC=CC=C1)=O (N-[5-(3-fluorobenzenesulfonylamino)-1H-indazol-3-yl]-benzamide). The yield is 82.0%. RXN SMILES: [NH2:1][C:2]1[CH:3]=[C:4]2[C:8](=[CH:9][CH:10]=1)[NH:7][N:6]=[C:5]2[NH:11][C:12](=[O:19])[C:13]1[CH:18]=[CH:17][CH:16]=[CH:15][CH:14]=1.[F:20][C:21]1[CH:22]=[C:23]([S:27](Cl)(=[O:29])=[O:28])[CH:24]=[CH:25][CH:26]=1>N1C=CC=CC=1>[F:20][C:21]1[CH:22]=[C:23]([S:27]([NH:1][C:2]2[CH:3]=[C:4]3[C:8](=[CH:9][CH:10]=2)[NH:7][N:6]=[C:5]3[NH:11][C:12](=[O:19])[C:13]2[CH:18]=[CH:17][CH:16]=[CH:15][CH:14]=2)(=[O:29])=[O:28])[CH:24]=[CH:25][CH:26]=1. Reported procedure: N-[5-(3-Fluorobenzenesulfonylamino)-1H-indazol-3-yl]benzamide can be obtained as described in Example 2 from 0.45 g of N-(5-amino-1H-indazol-3-yl)benzamide, 10 ml of pyridine and 0.35 g of 3-fluorobenzenesulfonyl chloride. 0.6 g of N-[5-(3-fluorobenzenesulfonylamino)-1H-indazol-3-yl]-benzamide is thus obtained in the form of a white solid melting at 225° C. (analysis C20H15FN4O3S: % calculated C, 58.53; H, 3.68; F, 4.63; N, 13.65; O, 11.69; S, 7.81. % found C, 58.38; H, 3.42; N, 13.56; S, 7.44). Starting materials: BrC1=CC=NN1CC1=CC=C(C(=O)OC)C=C1 (Methyl 4-((5-bromo-1H-pyrazol-1-yl)methyl)benzoate), [OH-].[Na+] (NaOH), CO (MeOH). The solvent is O (H2O). Run at time 4 hour. Product: BrC1=CC=NN1CC1=CC=C(C(=O)O)C=C1 (4-((5-bromo-1H-pyrazol-1-yl)methyl)benzoic acid). Yield: 74.9%. As a reaction SMILES: [Br:1][C:2]1[N:6]([CH2:7][C:8]2[CH:17]=[CH:16][C:11]([C:12]([O:14]C)=[O:13])=[CH:10][CH:9]=2)[N:5]=[CH:4][CH:3]=1.[OH-].[Na+].CO>O>[Br:1][C:2]1[N:6]([CH2:7][C:8]2[CH:17]=[CH:16][C:11]([C:12]([OH:14])=[O:13])=[CH:10][CH:9]=2)[N:5]=[CH:4][CH:3]=1 |f:1.2|. Reported procedure: Methyl 4-((5-bromo-1H-pyrazol-1-yl)methyl)benzoate (264 mg, 0.95 mmol), NaOH (200 mg, 5 mmol) were placed in a 100-mL flask with covered with MeOH and H2O (1:1) and stirred for 4 h at room temperature. The solution was then evaporated, taken up in water and acidified with 2M HCl with the resulting the solid filtered off yielding the desired product as a white solid (200 mg, 90%). LCMS (m/z): 281.1 [M+H] RXN SMILES: [NH2:1][C:2]1[C:12]2[C:11](=[O:13])[NH:10][CH2:9][CH2:8][N:7](C(=O)C(F)(F)F)[C:6]=2[CH:5]=[CH:4][CH:3]=1.Cl[C:21]1[N:26]=[C:25]([NH:27][C:28]2[CH:33]=[CH:32][CH:31]=[CH:30][C:29]=2[S:34]([NH:37][CH3:38])(=[O:36])=[O:35])[C:24]([Cl:39])=[CH:23][N:22]=1.Cl>C(O)(C)C.O1CCOCC1>[Cl:39][C:24]1[C:25]([NH:27][C:28]2[CH:33]=[CH:32][CH:31]=[CH:30][C:29]=2[S:34]([NH:37][CH3:38])(=[O:36])=[O:35])=[N:26][C:21]([NH:1][C:2]2[C:12]3[C:11](=[O:13])[NH:10][CH2:9][CH2:8][NH:7][C:6]=3[CH:5]=[CH:4][CH:3]=2)=[N:22][CH:23]=1. Product: ClC=1C(=NC(=NC1)NC1=CC=CC=2NCCNC(C21)=O)NC2=C(C=CC=C2)S(=O)(=O)NC (2-[5-Chloro-2-(5-oxo-2,3,4,5-tetrahydro-1H-benzo[e][1,4]diazepin-6-ylamino)pyrimidin-4-ylamino]-N-methylbenzene-sulfonamide). The reactants are NC1=CC=CC=2N(CCNC(C21)=O)C(C(F)(F)F)=O (6-amino-1-(2,2,2-trifluoro-acetyl)-1,2,3,4-tetrahydro-benzo[e][1,4]diazepin-5-one), ClC1=NC=C(C(=N1)NC1=C(C=CC=C1)S(=O)(=O)NC)Cl (2-(2,5-dichloro-pyrimidin-4-ylamino)-N-methyl-benzenesulfonamide), Cl (HCl). Run at time 10 minute. Reported procedure: Into a microwave vial was placed 6-amino-1-(2,2,2-trifluoro-acetyl)-1,2,3,4-tetrahydro-benzo[e][1,4]diazepin-5-one (25 mg, 0.092 mmol) and 2-(2,5-dichloro-pyrimidin-4-ylamino)-N-methyl-benzenesulfonamide (27 mg, 0.082 mmol) in isopropyl alcohol (3 mL) with 4 M HCl in dioxane (˜2 drops). The mixture was subjected to microwaves at 120° C. for 10 minutes. Trace starting materials were present so the reaction mixture was resubjected to the same microwave conditions. The resulting solid was collected... Run in C(C)(C)O (isopropyl alcohol). Reagents/catalysts: O1CCOCC1 (dioxane). The yield is 15.4%. Starting materials: C1(=CC=CC=C1)C(CC(=O)OCCC#N)=O (2-cyanoethyl 3-phenyl-3-oxopropionate), [N+](=O)([O-])C1=CC=C(C=O)C=C1 (4-nitrobenzaldehyde), N\C(=C/C(=O)OC)\C (methyl 3-aminocrotonate). The solvent is C(C)(C)O (isopropanol). Reaction conditions: time 3 hour. Yields the product COC(=O)C=1C(C(=C(NC1C)C1=CC=CC=C1)C(=O)O)C1=CC=C(C=C1)[N+](=O)[O-] (1,4-Dihydro-5-methoxycarbonyl-6-methyl-4-(4-nitrophenyl)-2-phenylpyridine-3-carboxylic acid). The yield is 55.1%. As a reaction SMILES: [C:1]1([C:7](=O)[CH2:8][C:9]([O:11]CCC#N)=[O:10])[CH:6]=[CH:5][CH:4]=[CH:3][CH:2]=1.[N+:17]([C:20]1[CH:27]=[CH:26][C:23]([CH:24]=O)=[CH:22][CH:21]=1)([O-:19])=[O:18].[NH2:28]/[C:29](/[CH3:35])=[CH:30]\[C:31]([O:33][CH3:34])=[O:32]>C(O)(C)C>[CH3:34][O:33][C:31]([C:30]1[CH:24]([C:23]2[CH:26]=[CH:27][C:20]([N+:17]([O-:19])=[O:18])=[CH:21][CH:22]=2)[C:8]([C:9]([OH:11])=[O:10])=[C:7]([C:1]2[CH:2]=[CH:3][CH:4]=[CH:5][CH:6]=2)[NH:28][C:29]=1[CH3:35])=[O:32]. Procedure details: A solution of 5.01 g of 2-cyanoethyl 3-phenyl-3-oxopropionate (23.1 mmol), 6.98 g of 4-nitrobenzaldehyde (46.2 mmol), and 5.32 g of methyl 3-aminocrotonate (46.2 mmol) in 100 mL of isopropanol were heated at ref lux temperature for 2 days, cooled, and the solvent was removed in vacuo. The residue was dissolved in 50 mL of warm dioxane and 1.21 g of NaOH in 25 mL of water was added to the reaction mixture. The resulting maroon solution was stirred for 3 hrs. The solvent was removed in vacuo. The ...